From a dataset of the Open Reaction Database (ORD), a public repository of structured organic reaction records. describe an organic reaction: reactants, conditions, products, and yield Starting materials: N[C@@H](CC(C)C)C(=O)OCC1=CC=CC=C1 (H-Leu-OBzl), CC=1C=CC(=CC1)S(=O)(=O)O (TsOH), ClC(=O)OC1=CC=CC=C1 (phenyl chloroformate). Solvent: N1=CC=CC=C1 (pyridine). Conditions: time 2 hour. Product: C1(=CC=CC=C1)OC(=O)N[C@@H](CC(C)C)C(=O)OCC1=CC=CC=C1 (PhOCO-Leu-OBzl). Reaction SMILES: [NH2:1][C@H:2]([C:7]([O:9][CH2:10][C:11]1[CH:16]=[CH:15][CH:14]=[CH:13][CH:12]=1)=[O:8])[CH2:3][CH:4]([CH3:6])[CH3:5].CC1C=CC(S(O)(=O)=O)=CC=1.Cl[C:29]([O:31][C:32]1[CH:37]=[CH:36][CH:35]=[CH:34][CH:33]=1)=[O:30]>N1C=CC=CC=1>[C:32]1([O:31][C:29]([NH:1][C@H:2]([C:7]([O:9][CH2:10][C:11]2[CH:16]=[CH:15][CH:14]=[CH:13][CH:12]=2)=[O:8])[CH2:3][CH:4]([CH3:6])[CH3:5])=[O:30])[CH:37]=[CH:36][CH:35]=[CH:34][CH:33]=1. Procedure details: To a solution of H-Leu-OBzl.TsOH (1.01 g) in pyridine (9 ml) was added phenyl chloroformate (386 μl) at 0°-5° C. under argon atmosphere. The mixture was stirred at the same temperature for 2 h and concentrated in vacuo. The residue was dissolved in ethyl acetate and the solution was washed with 1N-hydrochloric acid, water and brine successively, dried over MgSO4 and evaporated in vacuo. The residue was purified by silica gel chromatography (Merck, Kieselgel 60) with ethyl acetate/hexane=1/10 for...